This data is from the Open Reaction Database (ORD), a public repository of structured organic reaction records. The task is: describe an organic reaction: reactants, conditions, products, and yield As a reaction SMILES: [C:43]([O:44][BH-:45]([O:46][C:47](=[O:48])[CH3:49])[O:50][C:51](=[O:52])[CH3:53])(=[O:54])[CH3:55].[CH3:1][C:2](=[O:3])[OH:4].[CH3:57][N:58]([CH3:59])[CH:60]=[O:61].[NH2:5][CH2:6][CH:7]([OH:8])[c:9]1[cH:10][cH:11][c:12]([OH:20])[c:13]([NH:15][S:16](=[O:17])(=[O:18])[CH3:19])[cH:14]1.[Na+:56].[O:21]=[C:22]1[CH2:23][CH2:24][N:25]([c:28]2[cH:29][cH:30][c:31]([S:34](=[O:35])(=[O:36])[NH:37][CH2:38][C:39](=[O:40])[O:41][CH3:42])[cH:32][cH:33]2)[CH2:26][CH2:27]1>>[NH:5]([CH2:6][CH:7]([OH:8])[c:9]1[cH:10][cH:11][c:12]([OH:20])[c:13]([NH:15][S:16](=[O:17])(=[O:18])[CH3:19])[cH:14]1)[CH:22]1[CH2:23][CH2:24][N:25]([c:28]2[cH:29][cH:30][c:31]([S:34](=[O:35])(=[O:36])[NH:37][CH2:38][C:39](=[O:40])[O:41][CH3:42])[cH:32][cH:33]2)[CH2:26][CH2:27]1. Product: COC(=O)CNS(=O)(=O)c1ccc(N2CCC(NCC(O)c3ccc(O)c(NS(C)(=O)=O)c3)CC2)cc1. The reactants are CC(=O)O[BH-](OC(C)=O)OC(C)=O, CC(=O)O, CN(C)C=O, CS(=O)(=O)Nc1cc(C(O)CN)ccc1O, [Na+], COC(=O)CNS(=O)(=O)c1ccc(N2CCC(=O)CC2)cc1. The reactants are C1(CCC(=O)O1)=O (succinic anhydride), CN(C=O)C (N,N-dimethylformamide). Yields the product C1(\C=C/C(=O)O1)=O.C=C(C)C (maleic anhydride isobutene). Reaction SMILES: [C:1]1(=[O:7])[O:6][C:4](=[O:5])[CH2:3][CH2:2]1.[CH3:8]N(C)C=O>>[C:4]1(=[O:5])[O:6][C:1](=[O:7])[CH:2]=[CH:3]1.[CH2:8]=[C:3]([CH3:2])[CH3:4] |f:2.3|. Procedure: The formed particulate matter was collected by centrifugation and dried to obtain 4.4 kg of realistic anhydride/isobutene copolymer. The resulting copolymer contained 50 mole % of succinic anhydride units according to elemental analysis, and had relative solution viscosity of 2.0 (measured in N,N-dimethylformamide solvent at 23° C. with an Ubbelohde viscometer). Starting materials: COC1=CC=C2CCC(C(C2=C1)(C)C)=O (7-Methoxy-1,1-dimethyl-3,4-dihydro-1H-naphthalen-2-one), COC1=CC=C2CCC(C(C2=C1)(C)C)=O (7-Methoxy-1,1-dimethyl-3,4-dihydro-1H-naphthalen-2-one), ClS(=O)(=O)O (chlorosulfonic acid), C(C(=O)Cl)(=O)Cl (oxalyl chloride), CN(C=O)C (N,N-dimethyl formamide). Run in ClCCl (dichloromethane). Run at time 2 hour. Yields the product COC=1C(=CC=2CCC(C(C2C1)(C)C)=O)S(=O)(=O)Cl (3-Methoxy-5,5-dimethyl-6-oxo-5,6,7,8-tetrahydro-naphthalen-2-sulfonyl chloride). Reaction SMILES: [CH3:1][O:2][C:3]1[CH:12]=[C:11]2[C:6]([CH2:7][CH2:8][C:9](=[O:15])[C:10]2([CH3:14])[CH3:13])=[CH:5][CH:4]=1.[Cl:16][S:17](O)(=[O:19])=[O:18].C(Cl)(=O)C(Cl)=O.CN(C)C=O>ClCCl>[CH3:1][O:2][C:3]1[C:4]([S:17]([Cl:16])(=[O:19])=[O:18])=[CH:5][C:6]2[CH2:7][CH2:8][C:9](=[O:15])[C:10]([CH3:13])([CH3:14])[C:11]=2[CH:12]=1. Reported procedure: To the dichloromethane (2 ml) solution of 7-methoxy-1,1-dimethyl-3,4-dihydro-1H-naphthalen-2-one (Compound A2, 200 mg, 0.980 mmol), chlorosulfonic acid (110 μl, 1.70 eq.) was added and the mixture was stirred at room temperature for 2 hr. To the reaction solution, oxalyl chloride (297 μl, 3.0 eq.) and N,N-dimethyl formamide (45 μl, 0.6 eq.) were added in three divided portions, and the mixture was stirred at room temperature for 30 min. The reaction solution was concentrated under reduced pressu... The reactants are [Cu], Cc1c(C(=O)O)ncc2[nH]c3ccc(N4CCCCC4)cc3c12, c1ccc2ncccc2c1. The product is Cc1cncc2[nH]c3ccc(N4CCCCC4)cc3c12. Reaction SMILES: [Cu:34].[N:1]1([c:7]2[cH:8][c:9]3[c:10]4[c:11]([CH3:23])[c:12]([C:20]([OH:21])=[O:22])[n:13][cH:14][c:15]4[nH:16][c:17]3[cH:18][cH:19]2)[CH2:2][CH2:3][CH2:4][CH2:5][CH2:6]1.[cH:24]1[cH:25][c:26]2[c:27]([n:28][cH:29][cH:30][cH:31]2)[cH:32][cH:33]1>>[N:1]1([c:7]2[cH:8][c:9]3[c:10]4[c:11]([CH3:23])[cH:12][n:13][cH:14][c:15]4[nH:16][c:17]3[cH:18][cH:19]2)[CH2:2][CH2:3][CH2:4][CH2:5][CH2:6]1. Starting materials: C1=C(C=CC2=CC=CC=C12)[Mg]Br (2-naphthylmagnesium bromide), C1(CCC1)=O (cyclobutanone). Product: C1(CCC1)C1=CC2=CC=CC=C2C=C1 (2-Cyclobutylnaphthalene), OC1(CCC1)C1=CC2=CC=CC=C2C=C1 (2-(1'-hydroxycyclobutyl)naphthalene). As a reaction SMILES: [CH:1]1[C:10]2[C:5](=[CH:6][CH:7]=[CH:8][CH:9]=2)[CH:4]=[CH:3][C:2]=1[Mg]Br.[C:13]1(=[O:17])[CH2:16][CH2:15][CH2:14]1>>[CH:13]1([C:2]2[CH:3]=[CH:4][C:5]3[C:10](=[CH:9][CH:8]=[CH:7][CH:6]=3)[CH:1]=2)[CH2:16][CH2:15][CH2:14]1.[OH:17][C:13]1([C:2]2[CH:3]=[CH:4][C:5]3[C:10](=[CH:9][CH:8]=[CH:7][CH:6]=3)[CH:1]=2)[CH2:16][CH2:15][CH2:14]1. Procedure details: 2-Cyclobutylnaphthalene is prepared from 2-naphthylmagnesium bromide by treating the latter with cyclobutanone to furnish 2-(1'-hydroxycyclobutyl)naphthalene, which is hydrogenolyzed with hydrogen in the presence of Raney nickel to furnish 2-cyclobutylnaphthalene. Starting materials: ClCC1=C(C=C(C=C1)N1C(N(C(C1(C)C)=O)C1=CC(=C(C#N)C=C1)C(F)(F)F)=S)F (4-(3-(4-(chloromethyl)-3-fluorophenyl)-4,4-dimethyl-5-oxo-2-thioxoimidazolidin-1-yl)-2-(trifluoromethyl)benzonitrile), N1CCCC1 (pyrrolidine), Phase A, C(=O)(C(F)(F)F)O (TFA), Phase B, C(C)#N (ACN). Run in C1(=CC=CC=C1)C (toluene). Conditions: time 10 minute. Product: FC=1C=C(C=CC1CN1CCCC1)N1C(N(C(C1(C)C)=O)C1=CC(=C(C#N)C=C1)C(F)(F)F)=S (4-(3-(3-fluoro-4-((pyrrolidin-1-yl)methyl)phenyl)-4,4-dimethyl-5-oxo-2-thioxoimidazolidin-1-yl)-2-(trifluoromethyl)benzonitrile). Reaction SMILES: Cl[CH2:2][C:3]1[CH:8]=[CH:7][C:6]([N:9]2[C:13]([CH3:15])([CH3:14])[C:12](=[O:16])[N:11]([C:17]3[CH:24]=[CH:23][C:20]([C:21]#[N:22])=[C:19]([C:25]([F:28])([F:27])[F:26])[CH:18]=3)[C:10]2=[S:29])=[CH:5][C:4]=1[F:30].[NH:31]1[CH2:35][CH2:34][CH2:33][CH2:32]1.C(O)(C(F)(F)F)=O.C(#N)C>C1(C)C=CC=CC=1>[F:30][C:4]1[CH:5]=[C:6]([N:9]2[C:13]([CH3:14])([CH3:15])[C:12](=[O:16])[N:11]([C:17]3[CH:24]=[CH:23][C:20]([C:21]#[N:22])=[C:19]([C:25]([F:27])([F:28])[F:26])[CH:18]=3)[C:10]2=[S:29])[CH:7]=[CH:8][C:3]=1[CH2:2][N:31]1[CH2:35][CH2:34][CH2:33][CH2:32]1. Procedure: Compound 6 was prepared according to General Method 2. A solution of 4-(3-(4-(chloromethyl)-3-fluorophenyl)-4,4-dimethyl-5-oxo-2-thioxoimidazolidin-1-yl)-2-(trifluoromethyl)benzonitrile (100 mg, 0.21 mmol) and pyrrolidine (78 mg, 1.05 mmol) in toluene (10 mL) was refluxed for 12 h. The solvent was removed and residue was purified by silica gel chromatography (eluant: 60% ethyl acetate in hexane) to obtain 13 mg of 4-(3-(3-fluoro-4-((pyrrolidin-1-yl)methyl)phenyl)-4,4-dimethyl-5-oxo-2-thioxoimida... The reactants are BrCC=1C=C(C=CC1)C=1OC2=C(N1)C=CC=C2C(=O)OC (Methyl 2-(3-(bromomethyl)phenyl)benzo[d]oxazole-7-carboxylate), CNC (dimethylamine). Run in C(C)O (ethanol). Reaction conditions: time 1 hour. Yields the product CN(C)CC=1C=C(C=CC1)C=1OC2=C(N1)C=CC=C2C(=O)OC (methyl 2-(3-((dimethylamino)methyl)phenyl)benzo[d]oxazole-7-carboxylate). Isolated yield 119.2%. Reaction SMILES: Br[CH2:2][C:3]1[CH:4]=[C:5]([C:9]2[O:10][C:11]3[C:17]([C:18]([O:20][CH3:21])=[O:19])=[CH:16][CH:15]=[CH:14][C:12]=3[N:13]=2)[CH:6]=[CH:7][CH:8]=1.[CH3:22][NH:23][CH3:24]>C(O)C>[CH3:22][N:23]([CH2:2][C:3]1[CH:4]=[C:5]([C:9]2[O:10][C:11]3[C:17]([C:18]([O:20][CH3:21])=[O:19])=[CH:16][CH:15]=[CH:14][C:12]=3[N:13]=2)[CH:6]=[CH:7][CH:8]=1)[CH3:24]. Procedure: Methyl 2-(3-(bromomethyl)phenyl)benzo[d]oxazole-7-carboxylate (70 mg, 0.2 mmol) and dimethylamine (72 mg, 1.6 mmol) were added to ethanol (30 mL) and the mixture was stirred at room temperature for 1 hr. The resulting mixture was evaporated under reduced pressure to obtain methyl 2-(3-((dimethylamino)methyl)phenyl)benzo[d]oxazole-7-carboxylate (74 mg, yield 86%). LC-MS (ESI) m/z 310 [M+1]+. The reactants are CC#N, O=CNc1ccccc1CCc1ccccn1, CCI. The product is CC[n+]1ccccc1CCc1ccccc1NC=O, [I-]. RXN SMILES: [CH3:21][C:22]#[N:23].[CH:1](=[O:2])[NH:3][c:4]1[c:5]([CH2:6][CH2:7][c:8]2[n:9][cH:10][cH:11][cH:12][cH:13]2)[cH:14][cH:15][cH:16][cH:17]1.[I:18][CH2:19][CH3:20]>>[CH:1](=[O:2])[NH:3][c:4]1[c:5]([CH2:6][CH2:7][c:8]2[n+:9]([CH2:19][CH3:20])[cH:10][cH:11][cH:12][cH:13]2)[cH:14][cH:15][cH:16][cH:17]1.[I-:18]. Starting materials: C=1C=CC2=C(C1)C(=CN2)CCO (tryptophol), [H-].[Al+3].[Li+].[H-].[H-].[H-] (lithium aluminum hydride), C(C1=CC=CC=C1)OC=1C=C2C(=CNC2=CC1)C(C(=O)OCC)=O (ethyl 5-benzyloxy-3-indoleglyoxalate), 5-benzyloxy-3-tryptophol, ketone. Run in CC(=O)C (acetone). The product is C(C1=CC=CC=C1)OC=1C=C2C3=C(NC2=CC1)C(OCC3)(C)C (6-benzyloxy-1,1-dimethyl-1,3,4,9-tetrahydropyrano[3,4-b]indole). As a reaction SMILES: [CH:1]1C=CC2NC=C(CCO)C=2C=1.[H-].[Al+3].[Li+].[H-].[H-].[H-].[CH2:19]([O:26][C:27]1[CH:28]=[C:29]2[C:33](=[CH:34][CH:35]=1)[NH:32][CH:31]=[C:30]2[C:36](=O)[C:37]([O:39][CH2:40][CH3:41])=O)[C:20]1[CH:25]=[CH:24][CH:23]=[CH:22][CH:21]=1>CC(C)=O>[CH2:19]([O:26][C:27]1[CH:28]=[C:29]2[C:33](=[CH:34][CH:35]=1)[NH:32][C:31]1[C:40]([CH3:41])([CH3:1])[O:39][CH2:37][CH2:36][C:30]2=1)[C:20]1[CH:25]=[CH:24][CH:23]=[CH:22][CH:21]=1 |f:1.2.3.4.5.6|. Procedure: 5-Benzyloxy-3-tryptophol (II; R2, R3, R4 and R5 = H, R6 = 5-benzyloxy and X1 = OH), m.p. 93° - 95° C., is prepared by lithium aluminum hydride reduction of ethyl 5-benzyloxy-3-indoleglyoxalate (British Patent 778,823) according to the procedure of Example 309. Subsequent treatment of 5-benzyloxy-3-tryptophol with the ketone, acetone, according to the procedure of Example 785 affords 6-benzyloxy-1,1-dimethyl-1,3,4,9-tetrahydropyrano[3,4-b]indole (VII; R1M CH3), nmr (CDCl3) δ1.53 (6H), 2.73 (t, 2H... The reactants are ClC1=C(C(N(C=C1)C1=C(C=CC=C1)C)=O)C#N (4-chloro-1-(2-methylphenyl)-2-oxo-1,2-dihydropyridine-3-carbonitrile), BrN1C(CCC1=O)=O (N-bromosuccinimide). The solvent is O (water), CN(C=O)C (N,N-dimethylformamide). Conditions: temperature 50 celsius. The product is BrC=1C(=C(C(N(C1)C1=C(C=CC=C1)C)=O)C#N)Cl (5-bromo-4-chloro-1-(2-methylphenyl)-2-oxo-1,2-dihydropyridine-3-carbonitrile). The yield is 81.3%. RXN SMILES: [Cl:1][C:2]1[CH:7]=[CH:6][N:5]([C:8]2[CH:13]=[CH:12][CH:11]=[CH:10][C:9]=2[CH3:14])[C:4](=[O:15])[C:3]=1[C:16]#[N:17].[Br:18]N1C(=O)CCC1=O>CN(C)C=O.O>[Br:18][C:7]1[C:2]([Cl:1])=[C:3]([C:16]#[N:17])[C:4](=[O:15])[N:5]([C:8]2[CH:13]=[CH:12][CH:11]=[CH:10][C:9]=2[CH3:14])[CH:6]=1. Procedure: To a solution of 4-chloro-1-(2-methylphenyl)-2-oxo-1,2-dihydropyridine-3-carbonitrile obtained in Step D of Example 1 (4.00 g) in N,N-dimethylformamide (33 mL) was added N-bromosuccinimide (3.49 g) at 50° C. The reaction mixture was heated at 50° C. for 6 hr, cooled to room temperature, and diluted with water. The resulting solid was collected by filtration, and washed with acetonitrile. The solid was purified by silica gel column chromatography (ethyl acetate/hexane) to give the title compound ...